The task is: describe an organic reaction: reactants, conditions, products, and yield. This data is from the Open Reaction Database (ORD), a public repository of structured organic reaction records. Reactants: N1C[C@H]([C@H](C1)CO)CO ((cis)-3,4-Pyrrolidinediyldimethanol), ClC(=O)OCC1=CC=CC=C1 (benzyl chloroformate), C(=O)([O-])[O-].[Na+].[Na+] (Na2CO3). The solvent is CO (MeOH), O (water). Reaction conditions: temperature 0 celsius, time 4 hour. Yields the product OC[C@@H]1CN(C[C@@H]1CO)C(=O)OCC1=CC=CC=C1 (phenylmethyl (cis)-3,4-bis(hydroxymethyl)-1-pyrrolidinecarboxylate). Isolated yield 23.0%. As a reaction SMILES: [NH:1]1[CH2:5][C@H:4]([CH2:6][OH:7])[C@H:3]([CH2:8][OH:9])[CH2:2]1.C([O-])([O-])=O.[Na+].[Na+].Cl[C:17]([O:19][CH2:20][C:21]1[CH:26]=[CH:25][CH:24]=[CH:23][CH:22]=1)=[O:18]>CO.O>[OH:9][CH2:8][C@H:3]1[C@@H:4]([CH2:6][OH:7])[CH2:5][N:1]([C:17]([O:19][CH2:20][C:21]2[CH:26]=[CH:25][CH:24]=[CH:23][CH:22]=2)=[O:18])[CH2:2]1 |f:1.2.3|. Procedure details: (cis)-3,4-Pyrrolidinediyldimethanol (970 mg, 7.4 mmol) was dissolved in a mixture of MeOH (20 mL) and water (7 mL) and cooled to 0° C. Na2CO3 (1.96 g, 19 mmol) was added followed by benzyl chloroformate (1.15 mL, 8.1 mmol) and the resulting solution was stirred for 4 hours, maintaining the temperature at 0° C. The reaction was concentrated under reduced pressure to remove most of the methanol, and the remaining aqueous solution was extracted twice with EtOAc. The combined organics were washed wi...